From a dataset of the Open Reaction Database (ORD), a public repository of structured organic reaction records. describe an organic reaction: reactants, conditions, products, and yield Starting materials: [N+](=O)([O-])C1=C2CCC(C2=CC=C1)O (4-nitro-1-indanol), [N+](=O)([O-])C1=C2CCC(C2=CC=C1)O (4-nitro-1-indanol), C1(=CC=C(C=C1)S(=O)(=O)O)C (p-toluenesulfonic acid). Solvent: C1(=CC=CC=C1)C (toluene). The product is [N+](=O)([O-])C=1C=CC=C2C=CCC12 (7-nitro-1H-indene). The yield is 44.5%. Reaction SMILES: [N+:1]([C:4]1[CH:12]=[CH:11][CH:10]=[C:9]2[C:5]=1[CH2:6][CH2:7][CH:8]2O)([O-:3])=[O:2].C1(C)C=CC(S(O)(=O)=O)=CC=1>C1(C)C=CC=CC=1>[N+:1]([C:4]1[CH:12]=[CH:11][CH:10]=[C:9]2[C:5]=1[CH2:6][CH:7]=[CH:8]2)([O-:3])=[O:2]. Procedure details: In the manner of Example 1, step I, 14.0 g (0.078 mole) of 4-nitro-1-indanol (compound D, schema 1, prepared as in Example 1, step D) was heated in the presence of 0.1 g of p-toluenesulfonic acid and 200 mL of toluene to give 5.6 g of 7-nitro-1H-indene.